From a dataset of the Open Reaction Database (ORD), a public repository of structured organic reaction records. describe an organic reaction: reactants, conditions, products, and yield The reactants are CO, COC(=O)c1cnn(-c2ccc(F)cc2)c1-c1ccncc1, N. Product: NC(=O)c1cnn(-c2ccc(F)cc2)c1-c1ccncc1. Reaction SMILES: [CH3:24][OH:25].[F:1][c:2]1[cH:3][cH:4][c:5](-[n:8]2[n:9][cH:10][c:11]([C:19]([O:21][CH3:20])=[O:22])[c:12]2-[c:13]2[cH:14][cH:15][n:16][cH:17][cH:18]2)[cH:6][cH:7]1.[NH3:23]>>[F:1][c:2]1[cH:3][cH:4][c:5](-[n:8]2[n:9][cH:10][c:11]([C:19](=[O:21])[NH2:23])[c:12]2-[c:13]2[cH:14][cH:15][n:16][cH:17][cH:18]2)[cH:6][cH:7]1. The reactants are O1CCC(CC1)C(N)=N (oxane-4-carboximidamide), S1C(=NC2=C1C=CC=C2)C(C(=O)OCC)C(=O)OCC (1,3-diethyl 2-(1,3-benzothiazol-2-yl)propanedioate). Reported procedure: A solution of oxane-4-carboximidamide (160 mg, 1.25 mmol, 1.00 equiv), and 1,3-diethyl 2-(1,3-benzothiazol-2-yl)propanedioate (366 mg, 1.25 mmol, 1.00 equiv) in Toluene (3 mL) was heated for 3 h at 110° C. in an oil bath. After concentrated under reducing pressure, 460 mg (crude) of the title compound was obtained as a white solid, which was used directly for next step without further purification. MS m/z [M+H]+ (ESI): 330. Solvent: C1(=CC=CC=C1)C (Toluene). RXN SMILES: [O:1]1[CH2:6][CH2:5][CH:4]([C:7](=[NH:9])[NH2:8])[CH2:3][CH2:2]1.[S:10]1[C:14]2[CH:15]=[CH:16][CH:17]=[CH:18][C:13]=2[N:12]=[C:11]1[CH:19]([C:25](OCC)=[O:26])[C:20](OCC)=[O:21]>C1(C)C=CC=CC=1>[S:10]1[C:14]2[CH:15]=[CH:16][CH:17]=[CH:18][C:13]=2[N:12]=[C:11]1[C:19]1[C:25]([OH:26])=[N:9][C:7]([CH:4]2[CH2:5][CH2:6][O:1][CH2:2][CH2:3]2)=[N:8][C:20]=1[OH:21]. Yields the product S1C(=NC2=C1C=CC=C2)C=2C(=NC(=NC2O)C2CCOCC2)O (5-(1,3-benzothiazol-2-yl)-2-(oxan-4-yl)pyrimidine-4,6-diol). Starting materials: [Li+].[Cl-] (LiCl), [H-].[Na+] (Sodium hydride), ClC1=C2C(=NN=C1C1=CC=CC=C1)NN=C2I (4-chloro-3-iodo-5-phenyl-1H-pyrazolo[3,4-c]pyridazine), CI (methyl iodide). The solvent is C(C)(=O)OCC (ethyl acetate), CN(C)C=O (DMF). Conditions: time 2 hour. The product is ClC1=C2C(=NN=C1C1=CC=CC=C1)N(N=C2I)C (4-chloro-3-iodo-1-methyl-5-phenyl-1H-pyrazolo[3,4-c]pyridazine). Yield: 48.5%. As a reaction SMILES: [H-].[Na+].[Cl:3][C:4]1[C:9]([C:10]2[CH:15]=[CH:14][CH:13]=[CH:12][CH:11]=2)=[N:8][N:7]=[C:6]2[NH:16][N:17]=[C:18]([I:19])[C:5]=12.[CH3:20]I.[Li+].[Cl-]>CN(C=O)C.C(OCC)(=O)C>[Cl:3][C:4]1[C:9]([C:10]2[CH:11]=[CH:12][CH:13]=[CH:14][CH:15]=2)=[N:8][N:7]=[C:6]2[N:16]([CH3:20])[N:17]=[C:18]([I:19])[C:5]=12 |f:0.1,4.5|. Procedure details: Sodium hydride (60% in mineral oil, 674 mg, 16.9 mmol) was added to a suspension of 4-chloro-3-iodo-5-phenyl-1H-pyrazolo[3,4-c]pyridazine (3 g, 8.4 mmol) in dry DMF (42 mL) then methyl iodide (1.05 mL, 16.9 mmol) was added. The reaction mixture was stirred for 2 h. LiCl solution (4% in water) and ethyl acetate were added and the aqueous phase was extracted with ethyl acetate. The organic phases were combined, dried (MgSO4), filtered and evaporated. The residue was purified by column chromatograp...